Dataset: the Open Reaction Database (ORD), a public repository of structured organic reaction records. Task: describe an organic reaction: reactants, conditions, products, and yield The product is CCc1ccc(-c2ccc3cc[nH]c3c2)cc1. Starting materials: Brc1ccc2cc[nH]c2c1, CCc1ccc(B(O)O)cc1. RXN SMILES: [Br:1][c:2]1[cH:3][cH:4][c:5]2[cH:6][cH:7][nH:8][c:9]2[cH:10]1.[CH2:11]([CH3:12])[c:13]1[cH:14][cH:15][c:16]([B:19]([OH:20])[OH:21])[cH:17][cH:18]1>>[c:2]1(-[c:16]2[cH:15][cH:14][c:13]([CH2:11][CH3:12])[cH:18][cH:17]2)[cH:3][cH:4][c:5]2[cH:6][cH:7][nH:8][c:9]2[cH:10]1. Reactants: NH4OAc, C(=O)(O)[O-].[Na+] (NaHCO3), 3-(fomylmethyl)benzonitrile, N=1C=NN2C1C=CC(=C2)C(C(=O)C2=NC(=CC=C2)C)=O (1-((1,2,4)triazolo(1,5-a)pyridin-6-yl)-2-(6-methylpyridin-2-yl)ethane-1,2-dione), COC(C)(C)C (tert-butyl methyl ether), 02/096875 A1. The solvent is CO (MeOH). Conditions: time 90 minute. Product: N=1C=NN2C1C=CC(=C2)C=2N=C(NC2C2=NC(=CC=C2)C)CC=2C=C(C#N)C=CC2 (3-((4-([1,2,4]triazolo[1,5-a]pyridin-6-yl)-5-(6-methylpyridin-2-yl)-1H-imidazol-2-yl)methyl)benzonitrile). The yield is 33.0%. As a reaction SMILES: [N:1]1[CH:2]=[N:3][N:4]2[CH:9]=[C:8]([C:10](=O)[C:11]([C:13]3[CH:18]=[CH:17][CH:16]=[C:15]([CH3:19])[N:14]=3)=O)[CH:7]=[CH:6][C:5]=12.C([O-])(O)=O.[Na+].CO[C:28]([CH3:31])([CH3:30])[CH3:29]>CO>[N:1]1[CH:2]=[N:3][N:4]2[CH:9]=[C:8]([C:10]3[N:1]=[C:5]([CH2:29][C:28]4[CH:31]=[C:11]([CH:10]=[CH:8][CH:30]=4)[C:13]#[N:14])[NH:4][C:11]=3[C:13]3[CH:18]=[CH:17][CH:16]=[C:15]([CH3:19])[N:14]=3)[CH:7]=[CH:6][C:5]=12 |f:1.2|. Procedure: To a stirred solution of 1-((1,2,4)triazolo(1,5-a)pyridin-6-yl)-2-(6-methylpyridin-2-yl)ethane-1,2-dione (4.00 g, 15.02 mmol) in a mixture of tert-butyl methyl ether (30 mL) and MeOH (30 mL) were added 3-(fomylmethyl)benzonitrile (prepared according to the method described in WO 02/096875 A1) (6.54 g, 45.07 mmol) and NH4OAc (11.58 g, 150.24 mmol), and the mixture was stirred at room temperature for 90 min. The pH of the mixture was adjusted to 8 with saturated aqueous NaHCO3 solution. After remo...